This data is from the Open Reaction Database (ORD), a public repository of structured organic reaction records. The task is: describe an organic reaction: reactants, conditions, products, and yield The reactants are NC1=NC=CC(=C1)O (2-aminopyridin-4-ol), BrC=1C=C(C(=NC1)F)F (5-bromo-2,3-difluoro-pyridine), CCOC(=O)C (EtOAc). Solvent: CN(C)C=O (DMF). Conditions: temperature 120 celsius, time 3 hour. Product: BrC=1C=C(C(=NC1)OC1=CC(=NC=C1)N)F (4-[(5-bromo-3-fluoro-2-pyridyl)oxy]pyridin-2-amine). The yield is 46.1%. As a reaction SMILES: [NH2:1][C:2]1[CH:7]=[C:6]([OH:8])[CH:5]=[CH:4][N:3]=1.[Br:9][C:10]1[CH:11]=[C:12]([F:17])[C:13](F)=[N:14][CH:15]=1.CCOC(C)=O>CN(C=O)C>[Br:9][C:10]1[CH:11]=[C:12]([F:17])[C:13]([O:8][C:6]2[CH:5]=[CH:4][N:3]=[C:2]([NH2:1])[CH:7]=2)=[N:14][CH:15]=1. Procedure: Mix 2-aminopyridin-4-ol (1.13 g, 10.3 mmol), 5-bromo-2,3-difluoro-pyridine (2 g, 10.3 mmol) in DMF (10 mL). Stir the mixture at 120° C. for 3 hrs. TLC (EtOAc:PE=1:1) shows the reaction is complete. Filter, add water (50 mL) to the filtrate, extract with EtOAc (50 mL×3). Combine the organic layers, dry over anhydrous Na2SO4. Concentrate to give the crude product. Purification by chromatography (silica gel, EtOAc:PE=1:4) affords the title compound (1.35 g, 46.3%). MS: (M+1): 284.